This data is from the Open Reaction Database (ORD), a public repository of structured organic reaction records. The task is: describe an organic reaction: reactants, conditions, products, and yield Reaction SMILES: Cl.[N:2]1([C:8]2[CH:13]=[CH:12][C:11]([NH:14][S:15]([CH3:18])(=[O:17])=[O:16])=[CH:10][CH:9]=2)[CH2:7][CH2:6][NH:5][CH2:4][CH2:3]1.NC1C=CN=C(N2CCN(C3C=CC(NS(C)(=O)=O)=CC=3)CC2)C=1.Cl[C:44]1[CH:45]=[N+:46]([O-:53])[CH:47]=[CH:48][C:49]=1[N+:50]([O-:52])=[O:51].C(=O)(O)[O-].[Na+]>C(O)CCC>[N+:50]([C:49]1[CH:48]=[CH:47][N+:46]([O-:53])=[CH:45][C:44]=1[N:5]1[CH2:6][CH2:7][N:2]([C:8]2[CH:9]=[CH:10][C:11]([NH:14][S:15]([CH3:18])(=[O:17])=[O:16])=[CH:12][CH:13]=2)[CH2:3][CH2:4]1)([O-:52])=[O:51] |f:0.1,4.5|. Run in C(CCC)O (n-butanol). Reactants: Cl.N1(CCNCC1)C1=CC=C(C=C1)NS(=O)(=O)C (N-[(4-piperazin-1-yl)phenyl]methanesulphonamide hydrochloride), NC1=CC(=NC=C1)N1CCN(CC1)C1=CC=C(C=C1)NS(=O)(=O)C (N-{4-[4-(4-Aminopyrid-2-yl)piperazin-1-yl]phenyl}methanesulphonamide), Cl.N1(CCNCC1)C1=CC=C(C=C1)NS(=O)(=O)C (N-[(4-piperazin-1-yl)phenyl]methanesulphonamide hydrochloride), ClC=1C=[N+](C=CC1[N+](=O)[O-])[O-] (3-chloro-4-nitropyridine-N-oxide), C([O-])(O)=O.[Na+] (sodium bicarbonate). Conditions: temperature 100 celsius, time 1.5 hour. Yields the product [N+](=O)([O-])C1=C(C=[N+](C=C1)[O-])N1CCN(CC1)C1=CC=C(C=C1)NS(=O)(=O)C (N-{4-[4-(4-Nitro-1-oxidopyrid-3-yl)piperazin-1-yl]phenyl}methanesulphonamide). Procedure: A mixture of N-[(4-piperazin-1-yl)phenyl]methanesulphonamide hydrochloride (the product of Example 11, (iii) (0.59 g), 3-chloro-4-nitropyridine-N-oxide (0.35 g) and sodium bicarbonate (0.50 g) in n-butanol (25 ml) was heated at 100° C. with stirring for 1.5 hours and then evaporated. The residue was stirred with water, filtered, and the solid was crystallised from methanol to give the title compound (0.55 g), m.p. 206°-208° C. Found: C,48.77; H,4.91; N,17.52. C16H19N5O5S requires: C,48.84; H,4.8... The reactants are O (water), OC=1C=CC=C2C=CNC12 (7-hydroxyindole), C1CO1 (ethylene oxide), [H-].[Na+] (NaH). Run in O1CCOCC1 (dioxane). Reaction conditions: temperature 100 celsius, time 5 day. Product: N1C=CC2=CC=CC(=C12)OCCO (2-(1H-Indol-7-yloxy)-1-ethanol). Yield: 33.9%. RXN SMILES: [OH:1][C:2]1[CH:3]=[CH:4][CH:5]=[C:6]2[C:10]=1[NH:9][CH:8]=[CH:7]2.[CH2:11]1[O:13][CH2:12]1.[H-].[Na+].O>O1CCOCC1>[NH:9]1[C:10]2[C:6](=[CH:5][CH:4]=[CH:3][C:2]=2[O:1][CH2:11][CH2:12][OH:13])[CH:7]=[CH:8]1 |f:2.3|. Procedure details: A mixture of 7-hydroxyindole (1.00 g, 7.51 mmol) and ethylene oxide (0.33 g, 7.50 mmol) in dioxane (3 mL) was placed in a reaction tube. NaH (60% in oil; 0.100 g, 2.45 mmol) was added and the reaction mixture was stirred at 100° C. for 5 days. The reaction mixture was poured into water, extracted with EtOAc, dried (MgSO4) and concentrated. The residue was purified by chromatography on silica gel using toluene/EtOAc (1:1) as eluent to give 0.45 g (34%) of the title product. Pos-EI-MS shows M+ and...